describe an organic reaction: reactants, conditions, products, and yield From a dataset of the Open Reaction Database (ORD), a public repository of structured organic reaction records. Reactants: ClC1=NC(=NC=C1C(F)(F)F)NC1=C(C=C(C=C1)N1CCN(CC1)C(=O)OC(C)(C)C)OC (tert-butyl 4-(4-((4-chloro-5-(trifluoromethyl)pyrimidin-2-yl)amino)-3-methoxyphenyl)piperazine-1-carboxylate), C(#C)C1=C(C=CC=C1)CC(=O)OC (methyl 2-(2-ethynylphenyl)acetate), C1(=CC=CC=C1)P(C1=CC=CC=C1)C1=CC=CC=C1 (triphenylphosphine). Reagents/catalysts: Cl[Pd]([P](C1=CC=CC=C1)(C2=CC=CC=C2)C3=CC=CC=C3)([P](C4=CC=CC=C4)(C5=CC=CC=C5)C6=CC=CC=C6)Cl (trans-dichlorobis(triphenylphosphine)palladium(II)), [Cu]I (CuI). Run in CN(C=O)C (dimethylformamide), C(C)N(CC)CC (triethylamine), C(C)(=O)OCC (ethyl acetate), O (water). Reaction conditions: temperature 120 celsius, time 15 minute. Product: COC=1C=C(C=CC1NC1=NC=C(C(=N1)C#CC1=C(C=CC=C1)CC(=O)OC)C(F)(F)F)N1CCN(CC1)C(=O)OC(C)(C)C (tert-Butyl 4-(3-methoxy-4-((4-((2-(2-methoxy-2-oxoethyl)phenyl)ethynyl)-5-(trifluoromethyl)pyrimidin-2-yl)amino)phenyl)piperazine-1-carboxylate). Yield: 80.0%. As a reaction SMILES: Cl[C:2]1[C:7]([C:8]([F:11])([F:10])[F:9])=[CH:6][N:5]=[C:4]([NH:12][C:13]2[CH:18]=[CH:17][C:16]([N:19]3[CH2:24][CH2:23][N:22]([C:25]([O:27][C:28]([CH3:31])([CH3:30])[CH3:29])=[O:26])[CH2:21][CH2:20]3)=[CH:15][C:14]=2[O:32][CH3:33])[N:3]=1.[C:34]([C:36]1[CH:41]=[CH:40][CH:39]=[CH:38][C:37]=1[CH2:42][C:43]([O:45][CH3:46])=[O:44])#[CH:35].C1(P(C2C=CC=CC=2)C2C=CC=CC=2)C=CC=CC=1>CN(C)C=O.C(N(CC)CC)C.C(OCC)(=O)C.O.Cl[Pd](Cl)([P](C1C=CC=CC=1)(C1C=CC=CC=1)C1C=CC=CC=1)[P](C1C=CC=CC=1)(C1C=CC=CC=1)C1C=CC=CC=1.[Cu]I>[CH3:33][O:32][C:14]1[CH:15]=[C:16]([N:19]2[CH2:24][CH2:23][N:22]([C:25]([O:27][C:28]([CH3:31])([CH3:30])[CH3:29])=[O:26])[CH2:21][CH2:20]2)[CH:17]=[CH:18][C:13]=1[NH:12][C:4]1[N:3]=[C:2]([C:35]#[C:34][C:36]2[CH:41]=[CH:40][CH:39]=[CH:38][C:37]=2[CH2:42][C:43]([O:45][CH3:46])=[O:44])[C:7]([C:8]([F:11])([F:10])[F:9])=[CH:6][N:5]=1 |^1:87,106|. Procedure details: To a solution of tert-butyl 4-(4-((4-chloro-5-(trifluoromethyl)pyrimidin-2-yl)amino)-3-methoxyphenyl)piperazine-1-carboxylate (I72) (0.350 g, 0.717 mmol) in dimethylformamide (2.5 mL) and triethylamine (0.450 mL) was added methyl 2-(2-ethynylphenyl)acetate (I4: prepared according to the procedure of Peng, C. et al.; Adv. Synth. Catal. 2008, 350, 2359-2364 or as described below) (0.137 g, 0.789 mmol), trans-dichlorobis(triphenylphosphine)palladium(II) (0.025 g, 0.036 mmol), CuI (0.014 g, 0.072 mm... Starting materials: ClC1=CC(=C(N=N1)C(=O)N)NC1=NC(=CC=C1)CC (6-Chloro-4-(6-ethyl-pyridin-2-ylamino)-pyridazine-3-carboxylic acid amide), N[C@H]1[C@H](CCCC1)NC(OC(C)(C)C)=O (tert-butyl (1S,2R)-2-aminocyclohexylcarbamate), N[C@H]1[C@H](CCCC1)NC(OC(C)(C)C)=O (tert-butyl (1S,2R)-2-aminocyclohexylcarbamate). Solvent: CN1C(CCC1)=O (N-methylpyrrolidinone). Run at temperature 150 celsius, time 16 hour. The product is C(C)(C)(C)OC(N[C@@H]1[C@@H](CCCC1)NC=1N=NC(=C(C1)NC1=NC(=CC=C1)CC)C(N)=O)=O ({(1S,2R)-2-[6-carbamoyl-5-(6-ethyl-pyridin-2-ylamino)-pyridazin-3-ylamino]-cyclohexyl}-carbamic acid tert-butyl ester). The yield is 46.7%. Reaction SMILES: Cl[C:2]1[N:7]=[N:6][C:5]([C:8]([NH2:10])=[O:9])=[C:4]([NH:11][C:12]2[CH:17]=[CH:16][CH:15]=[C:14]([CH2:18][CH3:19])[N:13]=2)[CH:3]=1.[NH2:20][C@@H:21]1[CH2:26][CH2:25][CH2:24][CH2:23][C@@H:22]1[NH:27][C:28](=[O:34])[O:29][C:30]([CH3:33])([CH3:32])[CH3:31]>CN1CCCC1=O>[C:30]([O:29][C:28](=[O:34])[NH:27][C@H:22]1[CH2:23][CH2:24][CH2:25][CH2:26][C@H:21]1[NH:20][C:2]1[N:7]=[N:6][C:5]([C:8](=[O:9])[NH2:10])=[C:4]([NH:11][C:12]2[CH:17]=[CH:16][CH:15]=[C:14]([CH2:18][CH3:19])[N:13]=2)[CH:3]=1)([CH3:33])([CH3:31])[CH3:32]. Reported procedure: 6-Chloro-4-(6-ethyl-pyridin-2-ylamino)-pyridazine-3-carboxylic acid amide (218 mg, 0.785 mmol), and tert-butyl (1S,2R)-2-aminocyclohexylcarbamate (336 mg, 1.57 mmol) were dissolved in N-methylpyrrolidinone (4 mL) and heated at 150° C. for 40 h. Additional tert-butyl (1S,2R)-2-aminocyclohexylcarbamate (168 mg, 0.78 mmol) was added and the heating continued for 16 h more. The reaction mixture was cooled and concentrated in vacuo, then diluted with water, and extracted with ethyl acetate. The combi... Procedure: Methanamine (0.124 mL, 0.99 mmol) in EtOH was added to a solution of 2,4-dichloro-6-((cyclopropylmethoxy)methyl)pyrimidine (77 mg, 0.33 mmol) in acetonitrile (6 mL). The mixture was stirred at 0° C. for 30 minutes. The mixture was concentrated and the residue was purified by preparative HPLC give the title compound, 42 mg (56%). Reaction conditions: temperature 0 celsius, time 30 minute. Reaction SMILES: [CH3:1][NH2:2].[Cl:3][C:4]1[N:9]=[C:8](Cl)[CH:7]=[C:6]([CH2:11][O:12][CH2:13][CH:14]2[CH2:16][CH2:15]2)[N:5]=1>CCO.C(#N)C>[Cl:3][C:4]1[N:9]=[C:8]([NH:2][CH3:1])[CH:7]=[C:6]([CH2:11][O:12][CH2:13][CH:14]2[CH2:16][CH2:15]2)[N:5]=1. Starting materials: CN (Methanamine), ClC1=NC(=CC(=N1)Cl)COCC1CC1 (2,4-dichloro-6-((cyclopropylmethoxy)methyl)pyrimidine). The product is ClC1=NC(=CC(=N1)NC)COCC1CC1 (2-Chloro-6-((cyclopropylmethoxy)methyl)-N-methylpyrimidin-4-amine). Solvent: CCO (EtOH), C(C)#N (acetonitrile). Starting materials: CC(Cl)c1cccnc1, C=CCCOc1cc(C(=O)O)ccc1OC1CC1. Reagents/catalysts: O=C([O-])[O-].[Cs+].[Cs+] (cesium carbonate), [I-].[K+] (potassium iodide). The solvent is CN(C)C=O (DMF), CN(C)C=O (dmf), CN(C)C=O (DMF). Run at temperature 70 celsius, time 16 hour. The product is C=CCCOc1cc(C(=O)OC(C)c2cccnc2)ccc1OC1CC1.